This data is from the Open Reaction Database (ORD), a public repository of structured organic reaction records. The task is: describe an organic reaction: reactants, conditions, products, and yield Starting materials: C[Si](C)(C)N1CCCC1=O, Cc1ccccc1, O=C(Cl)Oc1ccccc1. The product is O=C1CCCN1C(=O)Oc1ccccc1. RXN SMILES: [CH3:11][Si:12]([N:13]1[C:14](=[O:18])[CH2:15][CH2:16][CH2:17]1)([CH3:19])[CH3:20].[CH3:21][c:22]1[cH:23][cH:24][cH:25][cH:26][cH:27]1.[Cl:1][C:2](=[O:3])[O:4][c:5]1[cH:6][cH:7][cH:8][cH:9][cH:10]1>>[C:2](=[O:3])([O:4][c:5]1[cH:6][cH:7][cH:8][cH:9][cH:10]1)[N:13]1[C:14](=[O:18])[CH2:15][CH2:16][CH2:17]1.